From a dataset of the Open Reaction Database (ORD), a public repository of structured organic reaction records. describe an organic reaction: reactants, conditions, products, and yield Reactants: C=O, CC#N, CO, ClCCl, Nc1ncc(-c2cnn(C3CCNCC3)c2)cc1-c1nc2ccccc2s1. Yields the product CN1CCC(n2cc(-c3cnc(N)c(-c4nc5ccccc5s4)c3)cn2)CC1. Reaction SMILES: [CH2:1]=[O:2].[CH3:30][C:31]#[N:32].[CH3:33][OH:34].[Cl:35][CH2:36][Cl:37].[s:3]1[c:4](-[c:12]2[c:13]([NH2:29])[n:14][cH:15][c:16](-[c:18]3[cH:19][n:20][n:21]([CH:23]4[CH2:24][CH2:25][NH:26][CH2:27][CH2:28]4)[cH:22]3)[cH:17]2)[n:5][c:6]2[c:7]1[cH:8][cH:9][cH:10][cH:11]2>>[s:3]1[c:4](-[c:12]2[c:13]([NH2:29])[n:14][cH:15][c:16](-[c:18]3[cH:19][n:20][n:21]([CH:23]4[CH2:24][CH2:25][N:26]([CH3:30])[CH2:27][CH2:28]4)[cH:22]3)[cH:17]2)[n:5][c:6]2[c:7]1[cH:8][cH:9][cH:10][cH:11]2. Starting materials: N1=C2N(CC=C1)C=CC=C2 (pyrido[1,2-a]pyrimidine), polyoxyethylene sorbitan monooleate, polyethylene glycol, C(C)(=O)C1=C(C(=C(OCC2=CC=CN3C2=NC=C(C3=O)C3=NN=NN3)C=C1)CCC)O (9-[(4-acetyl-3-hydroxy-2-n-propylphenoxy)methyl]-3-(1H-tetrazol-5-yl)-4H-pyrido[1,2-a]pyrimidin-4-one), polyoxyethylene sorbitan fatty acid ester. Product: C(C)(=O)C1=C(C(=C(OCC2=CC=CN3C2=NC=C(C3=O)C3=NN=NN3)C=C1)CC=C)O (9-[(4-acetyl-3-hydroxy-2-allylphenoxy)methyl]-3-(1H-tetrazol-5-yl)-4H-pyrido[1,2-a]pyrimidin-4-one). RXN SMILES: N1C=CCN2C=CC=CC=12.[C:11]([C:14]1[CH:37]=[CH:36][C:17]([O:18][CH2:19][C:20]2[C:25]3=[N:26][CH:27]=[C:28]([C:31]4[NH:35][N:34]=[N:33][N:32]=4)[C:29](=[O:30])[N:24]3[CH:23]=[CH:22][CH:21]=2)=[C:16]([CH2:38][CH2:39][CH3:40])[C:15]=1[OH:41])(=[O:13])[CH3:12]>>[C:11]([C:14]1[CH:37]=[CH:36][C:17]([O:18][CH2:19][C:20]2[C:25]3=[N:26][CH:27]=[C:28]([C:31]4[NH:35][N:34]=[N:33][N:32]=4)[C:29](=[O:30])[N:24]3[CH:23]=[CH:22][CH:21]=2)=[C:16]([CH2:38][CH:39]=[CH2:40])[C:15]=1[OH:41])(=[O:13])[CH3:12]. Procedure details: The aqueous preparation of claim 1 in which the pyrido[1,2-a]pyrimidine compound is 9-[(4-acetyl-3-hydroxy-2-n-propylphenoxy)methyl]-3-(1H-tetrazol-5-yl)-4H-pyrido[1,2-a]pyrimidin-4-one; the polyoxyethylene sorbitan fatty acid ester is polyoxyethylene sorbitan monooleate; and the polyethylene glycol has a molecular weight of 400. Starting materials: [N+](=O)([O-])C=1C=C(C=CC1C1=C(C=C(C=C1)C1=CC=CC=C1)[N+](=O)[O-])C1=CC=CC=C1 (3′,2″-dinitro-p-quaterphenyl), [BH4-].[Na+] (sodium borohydride), Cl (HCl). Reagents/catalysts: [Pd] (Pd/C). Solvent: CO (methanol). Run at temperature 0 celsius. Product: NC=1C=C(C=CC1C1=C(C=C(C=C1)C1=CC=CC=C1)N)C1=CC=CC=C1 (3′,2″-diamino-p-quaterphenyl). Yield: 84.8%. RXN SMILES: [N+:1]([C:4]1[CH:5]=[C:6]([C:25]2[CH:30]=[CH:29][CH:28]=[CH:27][CH:26]=2)[CH:7]=[CH:8][C:9]=1[C:10]1[CH:15]=[CH:14][C:13]([C:16]2[CH:21]=[CH:20][CH:19]=[CH:18][CH:17]=2)=[CH:12][C:11]=1[N+:22]([O-])=O)([O-])=O.[BH4-].[Na+].Cl>CO.[Pd]>[NH2:1][C:4]1[CH:5]=[C:6]([C:25]2[CH:26]=[CH:27][CH:28]=[CH:29][CH:30]=2)[CH:7]=[CH:8][C:9]=1[C:10]1[CH:15]=[CH:14][C:13]([C:16]2[CH:21]=[CH:20][CH:19]=[CH:18][CH:17]=2)=[CH:12][C:11]=1[NH2:22] |f:1.2|. Procedure details: 16.6 g (42 mmol) of 3′,2″-dinitro-p-quaterphenyl and 1.99 g of Pd/C (10%) are suspended in 200 ml of methanol, and 8.4 g (222 mmol) of sodium borohydride are added in portions with stirring at 0° C. After stirring for 2 hours, the clear solution is neutralised with dilute HCl. The solvent is then removed, and the residue is washed intensively with water and recrystallised from dioxane. The precipitate is filtered and dried in vacuo, giving 11 g (35.6 mmol) of a crystalline solid. The overall yie... The reactants are FC1=C(N=C(NC1=O)CC(=O)[O-])N1CCOCC1.[Na+] (sodium (5-fluoro-4-morpholin-4-yl-6-oxo-1,6-dihydropyrimidin-2-yl)acetate), CC1NC2=CC(=C(C=C2C1)F)F ((+)-2-methyl-5,6-difluoro-2,3-dihydro-1H-indole). The product is eluent 98/02, FC=1C=C2CC(N(C2=CC1F)C(CC1=NC(=C(C(N1)=O)F)N1CCOCC1)=O)C (2-[2-((−)-5,6-difluoro-2-methyl-2,3-dihydroindol-1-yl)-2-oxoethyl]-5-fluoro-6-morpholin-4-yl-3H-pyrimidin-4-one). Yield: 33.4%. RXN SMILES: [F:1][C:2]1[C:7](=[O:8])[NH:6][C:5]([CH2:9][C:10]([O-:12])=O)=[N:4][C:3]=1[N:13]1[CH2:18][CH2:17][O:16][CH2:15][CH2:14]1.[Na+].[CH3:20][CH:21]1[CH2:29][C:28]2[C:23](=[CH:24][C:25]([F:31])=[C:26]([F:30])[CH:27]=2)[NH:22]1>>[F:30][C:26]1[CH:27]=[C:28]2[C:23](=[CH:24][C:25]=1[F:31])[N:22]([C:10](=[O:12])[CH2:9][C:5]1[NH:6][C:7](=[O:8])[C:2]([F:1])=[C:3]([N:13]3[CH2:18][CH2:17][O:16][CH2:15][CH2:14]3)[N:4]=1)[CH:21]([CH3:20])[CH2:29]2 |f:0.1|. Procedure details: The product is prepared by following the procedure described in example 1a (step 5a) using 131 mg of sodium (5-fluoro-4-morpholin-4-yl-6-oxo-1,6-dihydropyrimidin-2-yl)acetate obtained in step 2a of example 6a and 93 mg of (+)-2-methyl-5,6-difluoro-2,3-dihydro-1H-indole (reference example 3a). After silica column purification: eluent 98/02 dichloromethane/methanol, 64 mg of 2-[2-((−)-5,6-difluoro-2-methyl-2,3-dihydroindol-1-yl)-2-oxoethyl]-5-fluoro-6-morpholin-4-yl-3H-pyrimidin-4-one are obtained... Reactants: BrC=1C=C(C(=O)F)C=CC1F (3-bromo-4-fluoro-benzoyl fluoride), N (ammonia). The solvent is O (water). Reaction conditions: time 30 minute. The product is BrC=1C=C(C(=O)N)C=CC1F (3-bromo-4-fluoro-benzoic acid amide). Isolated yield 97.5%. Reaction SMILES: [Br:1][C:2]1[CH:3]=[C:4]([CH:8]=[CH:9][C:10]=1[F:11])[C:5](F)=[O:6].[NH3:12]>O>[Br:1][C:2]1[CH:3]=[C:4]([CH:8]=[CH:9][C:10]=1[F:11])[C:5]([NH2:12])=[O:6]. Reported procedure: 800 g (3.6 moles) of 3-bromo-4-fluoro-benzoyl fluoride were metered into 760 g of 25% strength aqueous ammonia solution (11 moles of NH3), which had been diluted with a further 760 ml of water, at a rate such that an internal temperature of 40° to 50° C. was maintained by the weakly exothermic reaction. After stirring for a further 30 minutes, the crystalline product was isolated by filtration, washed with water and dried. 765 g (97% of theory) of 3-bromo-4-fluoro-benzoic acid amide with a melti... Starting materials: C(C)(C)(C)O[C@H](C(=O)OCC)C1=C(C2=C(N=C(S2)C2=CC(=NC=C2)C=2C=C3C=CC(N(C3=CC2)C)=O)C=C1C)C1=CC=C(C=C1)Cl ((S)-ethyl 2-tert-butoxy-2-(7-(4-chlorophenyl)-5-methyl-2-(2-(1-methyl-2-oxo-1,2-dihydroquinolin-6-yl)pyridin-4-yl)benzo[d]thiazol-6-yl)acetate), [OH-].[Na+] (NaOH). Solvent: C1CCOC1 (THF), CO (methanol). Reaction conditions: temperature 50 celsius, time 2 hour. The product is C(C)(C)(C)O[C@H](C(=O)O)C1=C(C2=C(N=C(S2)C2=CC(=NC=C2)C=2C=C3C=CC(N(C3=CC2)C)=O)C=C1C)C1=CC=C(C=C1)Cl ((S)-2-tert-butoxy-2-(7-(4-chlorophenyl)-5-methyl-2-(2-(1-methyl-2-oxo-1,2-dihydroquinolin-6-yl)pyridin-4-yl)benzo[d]thiazol-6-yl)acetic acid). As a reaction SMILES: [C:1]([O:5][C@@H:6]([C:12]1[C:38]([CH3:39])=[CH:37][C:15]2[N:16]=[C:17]([C:19]3[CH:24]=[CH:23][N:22]=[C:21]([C:25]4[CH:26]=[C:27]5[C:32](=[CH:33][CH:34]=4)[N:31]([CH3:35])[C:30](=[O:36])[CH:29]=[CH:28]5)[CH:20]=3)[S:18][C:14]=2[C:13]=1[C:40]1[CH:45]=[CH:44][C:43]([Cl:46])=[CH:42][CH:41]=1)[C:7]([O:9]CC)=[O:8])([CH3:4])([CH3:3])[CH3:2].[OH-].[Na+]>C1COCC1.CO>[C:1]([O:5][C@@H:6]([C:12]1[C:38]([CH3:39])=[CH:37][C:15]2[N:16]=[C:17]([C:19]3[CH:24]=[CH:23][N:22]=[C:21]([C:25]4[CH:26]=[C:27]5[C:32](=[CH:33][CH:34]=4)[N:31]([CH3:35])[C:30](=[O:36])[CH:29]=[CH:28]5)[CH:20]=3)[S:18][C:14]=2[C:13]=1[C:40]1[CH:45]=[CH:44][C:43]([Cl:46])=[CH:42][CH:41]=1)[C:7]([OH:9])=[O:8])([CH3:4])([CH3:2])[CH3:3] |f:1.2|. Procedure details: To a stirred solution of (S)-ethyl 2-tert-butoxy-2-(7-(4-chlorophenyl)-5-methyl-2-(2-(1-methyl-2-oxo-1,2-dihydroquinolin-6-yl)pyridin-4-yl)benzo[d]thiazol-6-yl)acetate (5.2 mg, 0.008 mmol) in THF (0.4 mL) and methanol (0.4 mL) was added 1N NaOH solution (0.4 mL, excess). The reaction mixture was stirred at 50° C. for 2 h and then purified by reverse phase HPLC, eluting by 0-100% acetonitrile in H2O with 0.1% TFA to give the desired product. LCMS-ESI+ (m/z): [M+H]+ calcd for C35H31ClN3O4S: 624.2;... Starting materials: ClC1=CC=C(N)C=C1 (4-chloroaniline), [N+](=O)([O-])C1=C(C(=O)Cl)C=CC=C1 (2-nitrobenzoyl chloride). Product: [N+](=O)([O-])C1=C(C(=O)NC2=CC=C(C=C2)Cl)C=CC=C1 (2-Nitro-N-(4-chlorophenyl)benzamide). Isolated yield 63.4%. Procedure: Using the procedure described in Example 93, Part A, 4-chloroaniline (11.8 mmol) and 2-nitrobenzoyl chloride (12.9 mmol) yielded 2.07 g (64%) of the title compound. As a reaction SMILES: [Cl:1][C:2]1[CH:8]=[CH:7][C:5]([NH2:6])=[CH:4][CH:3]=1.[N+:9]([C:12]1[CH:20]=[CH:19][CH:18]=[CH:17][C:13]=1[C:14](Cl)=[O:15])([O-:11])=[O:10]>>[N+:9]([C:12]1[CH:20]=[CH:19][CH:18]=[CH:17][C:13]=1[C:14]([NH:6][C:5]1[CH:7]=[CH:8][C:2]([Cl:1])=[CH:3][CH:4]=1)=[O:15])([O-:11])=[O:10].